Dataset: the Open Reaction Database (ORD), a public repository of structured organic reaction records. Task: describe an organic reaction: reactants, conditions, products, and yield The reactants are ClC(=O)OCC1=CC=CC=C1 (benzyl chloroformate), Br (hydrogen bromide), C(C)OP(=O)(CC(CC(C)C)C(N[C@@H](CC(C)C)C(NC)=O)=O)CNC([C@@H](NC([C@H](CCCCN1C(C=2C(C1=O)=CC=CC2)=O)NC(=O)OCC2=CC=CC=C2)=O)CC(C)C)=O ([[[N-[(S)-2-[1-(benzyloxy)formamido]-6-phthalimidohexanoyl]-L-leucyl]amino]methyl][(RS)-4-methyl-2-[[(S)-3-methyl-1-(methylcarbamoyl)butyl]carbamoyl]pentyl]phosphinic acid ethyl ester). Run in C(C)(=O)O (acetic acid), C(C)(=O)O (acetic acid), C(O)([O-])=O.[K+] (potassium hydrogen carbonate). Run at time 8 hour. Yields the product C(C1=CC=CC=C1)OC(=O)N[C@H](C(=O)N[C@@H](CC(C)C)C(=O)NCP(O)(=O)CC(CC(C)C)C(N[C@@H](CC(C)C)C(NC)=O)=O)CCCCN1C(C=2C(C1=O)=CC=CC2)=O ([[[N-[(S)-2-[1-(benzyloxy)formamido]-6-phthalimidohexanoyl]-L-leucyl]amino]methyl][(RS)-4-methyl-2-[[(S)-3-methyl-1-(methylcarbamoyl)butyl]carbamoyl]pentyl]phosphinic acid). The yield is 91.2%. RXN SMILES: C([O:3][P:4]([CH2:24][NH:25][C:26](=[O:62])[C@H:27]([CH2:58][CH:59]([CH3:61])[CH3:60])[NH:28][C:29](=[O:57])[C@@H:30]([NH:46][C:47]([O:49][CH2:50][C:51]1[CH:56]=[CH:55][CH:54]=[CH:53][CH:52]=1)=[O:48])[CH2:31][CH2:32][CH2:33][CH2:34][N:35]1[C:39](=[O:40])[C:38]2=[CH:41][CH:42]=[CH:43][CH:44]=[C:37]2[C:36]1=[O:45])([CH2:6][CH:7]([C:12](=[O:23])[NH:13][C@H:14]([C:19](=[O:22])[NH:20][CH3:21])[CH2:15][CH:16]([CH3:18])[CH3:17])[CH2:8][CH:9]([CH3:11])[CH3:10])=[O:5])C.Br.ClC(OCC1C=CC=CC=1)=O>C(O)(=O)C.C(=O)([O-])O.[K+]>[CH2:50]([O:49][C:47]([NH:46][C@@H:30]([CH2:31][CH2:32][CH2:33][CH2:34][N:35]1[C:36](=[O:45])[C:37]2=[CH:44][CH:43]=[CH:42][CH:41]=[C:38]2[C:39]1=[O:40])[C:29]([NH:28][C@H:27]([C:26]([NH:25][CH2:24][P:4]([CH2:6][CH:7]([C:12](=[O:23])[NH:13][C@H:14]([C:19](=[O:22])[NH:20][CH3:21])[CH2:15][CH:16]([CH3:17])[CH3:18])[CH2:8][CH:9]([CH3:10])[CH3:11])(=[O:3])[OH:5])=[O:62])[CH2:58][CH:59]([CH3:61])[CH3:60])=[O:57])=[O:48])[C:51]1[CH:52]=[CH:53][CH:54]=[CH:55][CH:56]=1 |f:4.5|. Procedure: 0.6 g of [[[N-[(S)-2-[1-(benzyloxy)formamido]-6-phthalimidohexanoyl]-L-leucyl]amino]methyl][(RS)-4-methyl-2-[[(S)-3-methyl-1-(methylcarbamoyl)butyl]carbamoyl]pentyl]phosphinic acid ethyl ester was dissolved in 2 ml of acetic acid and 2 ml of 45% hydrogen bromide in acetic acid and left to stand at room temperature overnight. The solvent was removed by evaporation and the residue was re-evaporated with toluene until a solid was obtained. This solid was dissolved in aqueous potassium hydrogen carb...